From a dataset of the Open Reaction Database (ORD), a public repository of structured organic reaction records. describe an organic reaction: reactants, conditions, products, and yield Starting materials: CCO, Cl, CC(C)(C)C(=O)CN=[N+]=[N-]. Product: Cl, CC(C)(C)C(=O)CN. RXN SMILES: [CH3:12][CH2:13][OH:14].[ClH:11].[N:1](=[N+:2]=[N-:3])[CH2:4][C:5]([C:6]([CH3:7])([CH3:8])[CH3:9])=[O:10]>>[ClH:11].[NH2:1][CH2:4][C:5]([C:6]([CH3:7])([CH3:8])[CH3:9])=[O:10]. The reactants are ClC=1C=C(C=C(C1C[C@H]1C(N(CC1)C1C=2C=NN(C2CCC1)S(=O)(=O)C(F)(F)F)=O)Cl)OS(=O)(=O)C(F)(F)F (trifluoro-methanesulfonic acid 3,5-dichloro-4-[(R)-2-oxo-1-(1-trifluoromethanesulfonyl-4,5,6,7-tetrahydro-1H-indazol-4-yl)-pyrrolidin-3-ylmethyl]phenyl ester), ClC=1C=C(C=C(C1C[C@H]1C(N(CC1)C1C2=CN(N=C2CCC1)S(=O)(=O)C(F)(F)F)=O)Cl)OS(=O)(=O)C(F)(F)F (trifluoro-methanesulfonic acid 3,5-dichloro-4-[(R)-2-oxo-1-(2-trifluoromethanesulfonyl-4,5,6,7-tetrahydro-2H-indazol-4-yl)-pyrrolidin-3-ylmethyl]-phenyl ester), FC(C1=CC=C(C=C1)B(O)O)(F)F (4-trifluoromethylphenylboronic acid), C([O-])([O-])=O.[Na+].[Na+] (sodium carbonate). The reagents and catalysts are C=1C=CC(=CC1)[P](C=2C=CC=CC2)(C=3C=CC=CC3)[Pd]([P](C=4C=CC=CC4)(C=5C=CC=CC5)C=6C=CC=CC6)([P](C=7C=CC=CC7)(C=8C=CC=CC8)C=9C=CC=CC9)[P](C=1C=CC=CC1)(C=1C=CC=CC1)C=1C=CC=CC1 (Pd(PPh3)4). Solvent: C1CCOC1 (THF), C(C)(=O)OCC (ethyl acetate), C(C)(=O)OCC (ethyl acetate), C1CCOC1 (THF), O (water), [Li+].[OH-] (LiOH). Reaction conditions: temperature 80 celsius. The product is ClC=1C=C(C=C(C1C[C@H]1C(N(CC1)C1C=2C=NNC2CCC1)=O)Cl)C1=CC=C(C=C1)C(F)(F)F ((3R)-3-(3,5-Dichloro-4′-trifluoromethyl-biphenyl-4-ylmethyl)-1-(4,5,6,7-tetrahydro-1H-indazol-4-yl)-pyrrolidin-2-one). RXN SMILES: [Cl:1][C:2]1[CH:3]=[C:4](OS(C(F)(F)F)(=O)=O)[CH:5]=[C:6]([Cl:31])[C:7]=1[CH2:8][C@@H:9]1[CH2:13][CH2:12][N:11]([CH:14]2[CH2:22][CH2:21][CH2:20][C:19]3[N:18](S(C(F)(F)F)(=O)=O)[N:17]=[CH:16][C:15]2=3)[C:10]1=[O:30].ClC1C=C(OS(C(F)(F)F)(=O)=O)C=C(Cl)C=1C[C@@H]1CCN(C2CCCC3C2=CN(S(C(F)(F)F)(=O)=O)N=3)C1=O.[F:79][C:80]([F:91])([F:90])[C:81]1[CH:86]=[CH:85][C:84](B(O)O)=[CH:83][CH:82]=1.C(=O)([O-])[O-].[Na+].[Na+]>C1COCC1.O.C(OCC)(=O)C.[Li+].[OH-].C1C=CC([P]([Pd]([P](C2C=CC=CC=2)(C2C=CC=CC=2)C2C=CC=CC=2)([P](C2C=CC=CC=2)(C2C=CC=CC=2)C2C=CC=CC=2)[P](C2C=CC=CC=2)(C2C=CC=CC=2)C2C=CC=CC=2)(C2C=CC=CC=2)C2C=CC=CC=2)=CC=1>[Cl:1][C:2]1[CH:3]=[C:4]([C:84]2[CH:85]=[CH:86][C:81]([C:80]([F:91])([F:90])[F:79])=[CH:82][CH:83]=2)[CH:5]=[C:6]([Cl:31])[C:7]=1[CH2:8][C@@H:9]1[CH2:13][CH2:12][N:11]([CH:14]2[CH2:22][CH2:21][CH2:20][C:19]3[NH:18][N:17]=[CH:16][C:15]2=3)[C:10]1=[O:30] |f:3.4.5,9.10,^1:115,117,136,155|. Procedure: Bring a mixture of trifluoro-methanesulfonic acid 3,5-dichloro-4-[(R)-2-oxo-1-(1-trifluoromethanesulfonyl-4,5,6,7-tetrahydro-1H-indazol-4-yl)-pyrrolidin-3-ylmethyl]phenyl ester and trifluoro-methanesulfonic acid 3,5-dichloro-4-[(R)-2-oxo-1-(2-trifluoromethanesulfonyl-4,5,6,7-tetrahydro-2H-indazol-4-yl)-pyrrolidin-3-ylmethyl]-phenyl ester (0.5 g, 0.78 mmol), 4-trifluoromethylphenylboronic acid (0.18 g, 0.93 mmol), sodium carbonate (0.25 g, 2.3 mmol) in THF (15 mL) and water (5 mL) to 60° C. To th... The reactants are CCc1n[nH]c(CCOCc2ccccc2)c1Oc1cc(F)cc(C#N)c1, [Cl-], [Cl-], [Cl-], ClCCl, [Fe+3]. Product: CCc1n[nH]c(CCO)c1Oc1cc(F)cc(C#N)c1. Reaction SMILES: [CH2:1]([c:2]1[cH:3][cH:4][cH:5][cH:6][cH:7]1)[O:8][CH2:9][CH2:10][c:11]1[c:12]([O:18][c:19]2[cH:20][c:21]([C:22]#[N:23])[cH:24][c:25]([F:27])[cH:26]2)[c:13]([CH2:16][CH3:17])[n:14][nH:15]1.[Cl-:31].[Cl-:33].[Cl-:34].[Cl:28][CH2:29][Cl:30].[Fe+3:32]>>[OH:8][CH2:9][CH2:10][c:11]1[c:12]([O:18][c:19]2[cH:20][c:21]([C:22]#[N:23])[cH:24][c:25]([F:27])[cH:26]2)[c:13]([CH2:16][CH3:17])[n:14][nH:15]1. Reactants: C(C)(C)(C)C1=NN=C(S1)C(=O)OCC (ethyl 5-tert-butyl-1,3,4-thiadiazole-2-carboxylate), O.[OH-].[Li+] (lithium hydroxide hydrate). Run in C1CCOC1 (THF), O (water). Yields the product C(C)(C)(C)C1=NN=C(S1)C(=O)[O-].[Li+] (lithium 5-tert-butyl-1,3,4-thiadiazole-2-carboxylate). Isolated yield 104.1%. As a reaction SMILES: [C:1]([C:5]1[S:9][C:8]([C:10]([O:12]CC)=[O:11])=[N:7][N:6]=1)([CH3:4])([CH3:3])[CH3:2].O.[OH-].[Li+:17]>C1COCC1.O>[C:1]([C:5]1[S:9][C:8]([C:10]([O-:12])=[O:11])=[N:7][N:6]=1)([CH3:4])([CH3:2])[CH3:3].[Li+:17] |f:1.2.3,6.7|. Procedure: A solution of ethyl 5-tert-butyl-1,3,4-thiadiazole-2-carboxylate (0.21 g, 1.0 mmol) and lithium hydroxide hydrate (42 mg, 1.0 mmol) in THF (2 mL) and water (2 mL) was stirred at room temperature for 18 hours. The solvent was removed under vacuum to give lithium 5-tert-butyl-1,3,4-thiadiazole-2-carboxylate (0.2 g) as a white solid which was used without further purification. Starting materials: Cc1c(C(=O)Nc2ccc(Oc3ccnc4cc(OCCC5(OC(=O)CNC(=O)OC(C)(C)C)CC5)ccc34)c(F)c2)c(=O)n(-c2ccccc2)n1C, CCOC(C)=O, Cl. Yields the product Cl, Cc1c(C(=O)Nc2ccc(Oc3ccnc4cc(OCCC5(OC(=O)CN)CC5)ccc34)c(F)c2)c(=O)n(-c2ccccc2)n1C. Reaction SMILES: [C:1]([O:2][C:3](=[O:4])[NH:8][CH2:9][C:10](=[O:11])[O:12][C:13]1([CH2:16][CH2:17][O:18][c:19]2[cH:20][cH:21][c:22]3[c:23]([O:29][c:30]4[c:31]([F:53])[cH:32][c:33]([NH:36][C:37](=[O:38])[c:39]5[c:40](=[O:52])[n:41](-[c:46]6[cH:47][cH:48][cH:49][cH:50][cH:51]6)[n:42]([CH3:45])[c:43]5[CH3:44])[cH:34][cH:35]4)[cH:24][cH:25][n:26][c:27]3[cH:28]2)[CH2:14][CH2:15]1)([CH3:5])([CH3:6])[CH3:7].[CH3:55][CH2:56][O:57][C:58](=[O:59])[CH3:60].[ClH:54]>>[ClH:54].[NH2:8][CH2:9][C:10](=[O:11])[O:12][C:13]1([CH2:16][CH2:17][O:18][c:19]2[cH:20][cH:21][c:22]3[c:23]([O:29][c:30]4[c:31]([F:53])[cH:32][c:33]([NH:36][C:37](=[O:38])[c:39]5[c:40](=[O:52])[n:41](-[c:46]6[cH:47][cH:48][cH:49][cH:50][cH:51]6)[n:42]([CH3:45])[c:43]5[CH3:44])[cH:34][cH:35]4)[cH:24][cH:25][n:26][c:27]3[cH:28]2)[CH2:14][CH2:15]1. Conditions: temperature 80 celsius, time 45 minute. Procedure details: 2M Hydrochloric acid (3 ml, 6 mmol) was added to a solution of 4-(1-diethoxymethyloxindol-3-yl)-6-methoxy-7-3-morpholinopropoxy)quinazoline (295 mg, 0.55 mmol), (prepared as described in Example 5), in ethanol (20 ml) at 80° C. The mixture was stirred for 45 minutes at 80° C. After cooling of the reaction mixture, partial evaporation of the solvents led to the crystallisation of the compound. The solid was collected by filtration, washed with ethanol and then ether and dried under vacuum at 50° ... Product: COC=1C=C2C(=NC=NC2=CC1OCCCN1CCOCC1)C1C(NC2=CC=CC=C12)=O (6-methoxy-7-(3-morpholinopropoxy)-4-(oxindol-3-yl)quinazoline), hydrochloride salt. Isolated yield 84.0%. Reaction SMILES: Cl.Cl[C:3]1[C:12]2[C:7](=[CH:8][C:9]([O:15][CH2:16][CH2:17][CH2:18][N:19]3[CH2:24][CH2:23][O:22][CH2:21][CH2:20]3)=[C:10]([O:13][CH3:14])[CH:11]=2)[N:6]=[CH:5][N:4]=1.[CH2:25]([OH:27])[CH3:26]>>[CH3:14][O:13][C:10]1[CH:11]=[C:12]2[C:7](=[CH:8][C:9]=1[O:15][CH2:16][CH2:17][CH2:18][N:19]1[CH2:24][CH2:23][O:22][CH2:21][CH2:20]1)[N:6]=[CH:5][N:4]=[C:3]2[CH:26]1[C:12]2[C:7](=[CH:8][CH:9]=[CH:10][CH:11]=2)[NH:6][C:25]1=[O:27]. Reactants: Cl (Hydrochloric acid), ClC1=NC=NC2=CC(=C(C=C12)OC)OCCCN1CCOCC1 (4-chloro-6-methoxy-7-(3-morpholinopropoxy)quinazoline), C(C)O (ethanol). Reactants: ice, COC=1C=CC(=CC1)CO (p-methoxybenzyl alcohol), BrC1=CC(=CC(=C1)F)Cl (1-bromo-3-chloro-5-fluorobenzene), [H-].[Na+] (sodium hydride). Run in CN1C(CCC1)=O (N-methylpyrrolidone). Run at time 45 minute. Yields the product BrC1=CC(=CC(=C1)OCC1=CC=C(C=C1)OC)Cl (1-Bromo-3-chloro-5-(4-methoxybenzyloxy)-benzene). Reaction SMILES: [CH3:1][O:2][C:3]1[CH:4]=[CH:5][C:6]([CH2:9][OH:10])=[CH:7][CH:8]=1.[H-].[Na+].[Br:13][C:14]1[CH:19]=[C:18](F)[CH:17]=[C:16]([Cl:21])[CH:15]=1>CN1CCCC1=O>[Br:13][C:14]1[CH:19]=[C:18]([O:10][CH2:9][C:6]2[CH:7]=[CH:8][C:3]([O:2][CH3:1])=[CH:4][CH:5]=2)[CH:17]=[C:16]([Cl:21])[CH:15]=1 |f:1.2|. Procedure details: To a mixture of 5.8 ml of p-methoxybenzyl alcohol and 90 ml of N-methylpyrrolidone was added 2.13 g of sodium hydride (60% oil dispersion), and the resulting mixture was stirred at room temperature for 45 minutes in a nitrogen atmosphere. To the reaction mixture was added 9.3 g of 1-bromo-3-chloro-5-fluorobenzene, followed by stirring at 50° C. for 3 hours. The reaction mixture was poured into 50 ml of ice-diluted hydrochloric acid and extracted three times with diethyl ether-hexane (1:1 by volu... The reactants are C1(CC1)C=1N(C2=CC=C(C=C2C1CC(=O)N)OC)CC1=CC=CC=C1 (2-cyclopropyl-5-methoxy-1-(phenylmethyl)-1H-indole-3-acetamide), B(Br)(Br)Br.C(Cl)Cl (BBr3 methylene chloride), O (water), C(C)(=O)OCC (ethyl acetate). Run in C(Cl)Cl (methylene chloride). Yields the product C1(CC1)C=1N(C2=CC=C(C=C2C1CC(=O)N)O)CC1=CC=CC=C1 (2-cyclopropyl-5-hydroxy-1-(phenylmethyl)-1H-indole-3-acetamide). Isolated yield 78.0%. As a reaction SMILES: [CH:1]1([C:4]2[N:5]([CH2:19][C:20]3[CH:25]=[CH:24][CH:23]=[CH:22][CH:21]=3)[C:6]3[C:11]([C:12]=2[CH2:13][C:14]([NH2:16])=[O:15])=[CH:10][C:9]([O:17]C)=[CH:8][CH:7]=3)[CH2:3][CH2:2]1.B(Br)(Br)Br.C(Cl)Cl.O.C(OCC)(=O)C>C(Cl)Cl>[CH:1]1([C:4]2[N:5]([CH2:19][C:20]3[CH:21]=[CH:22][CH:23]=[CH:24][CH:25]=3)[C:6]3[C:11]([C:12]=2[CH2:13][C:14]([NH2:16])=[O:15])=[CH:10][C:9]([OH:17])=[CH:8][CH:7]=3)[CH2:2][CH2:3]1 |f:1.2|. Procedure: A solution of 400 mg (1.2 mmol) of 2-cyclopropyl-5-methoxy-1-(phenylmethyl)-1H-indole-3-acetamide and 2 mL of 1M BBr3/methylene chloride in 130 mL of methylene chloride was stirred for 1 hour with an ice-water bath and 3 hours at room temperature. The mixture was poured into water, 200 mL of ethyl acetate added, the organic layer separated, washed with brine and dried (Na2SO4). After concentrating at reduced pressure, the residue was crystallized from ethyl acetate to give 300 mg (79% yield) of ... Starting materials: CS(=O)(=O)Cl, ClCCl, COC(=O)c1cccc(N)c1Cl, c1ccncc1. The product is COC(=O)c1cccc(NS(C)(=O)=O)c1Cl. Reaction SMILES: [CH3:19][S:20](=[O:21])(=[O:22])[Cl:23].[Cl:24][CH2:25][Cl:26].[NH2:1][c:2]1[c:3]([Cl:12])[c:4]([C:5](=[O:6])[O:7][CH3:8])[cH:9][cH:10][cH:11]1.[cH:13]1[cH:14][cH:15][n:16][cH:17][cH:18]1>>[NH:1]([c:2]1[c:3]([Cl:12])[c:4]([C:5](=[O:6])[O:7][CH3:8])[cH:9][cH:10][cH:11]1)[S:20]([CH3:19])(=[O:21])=[O:22].